From a dataset of the Open Reaction Database (ORD), a public repository of structured organic reaction records. describe an organic reaction: reactants, conditions, products, and yield The reactants are O=O (oxygen), NC(C(=O)N[C@@H](C(=O)NC1C(N(C2=C(C=CC=C2C1)N1C(CCC1)=O)CC1=CSC=C1)=O)CC(C)C)(C)C ((2R)-2-(2-Amino-2-methylpropanamido)-4-methyl-N-[2-oxo-8-(2-oxopyrrolidin-1-yl)-1-(thiophen-3-ylmethyl)-1,2,3,4-tetrahydroquinolin-3-yl]pentanamide), O=C1C(O)=C(O)[C@H](O1)[C@@H](O)CO (L-(+)-ascorbic acid), Cu(ClO4)2.6H2O. The solvent is C(C)(=O)O (acetic acid), O (water). Yields the product NC(C(=O)N[C@@H](C(=O)NC1C(N(C2=C(C=CC=C2C1)N1C(CCC1=O)O)CC1=CSC=C1)=O)CC(C)C)(C)C ((2R)-2-(2-amino-2-methylpropanamido)-N-(8-(2-hydroxy-5-oxopyrrolidin-1-yl)-2-oxo-1-(thiophen-3-ylmethyl)-1,2,3,4-tetrahydroquinolin-3-yl)-4-methylpentanamide). As a reaction SMILES: [NH2:1][C:2]([CH3:38])([CH3:37])[C:3]([NH:5][C@H:6]([CH2:33][CH:34]([CH3:36])[CH3:35])[C:7]([NH:9][CH:10]1[CH2:19][C:18]2[C:13](=[C:14]([N:20]3[CH2:24][CH2:23][CH2:22][C:21]3=[O:25])[CH:15]=[CH:16][CH:17]=2)[N:12]([CH2:26][C:27]2[CH:31]=[CH:30][S:29][CH:28]=2)[C:11]1=[O:32])=[O:8])=[O:4].[O:39]=C1O[C@H]([C@H](CO)O)C(O)=C1O.O=O>C(O)(=O)C.O>[NH2:1][C:2]([CH3:37])([CH3:38])[C:3]([NH:5][C@H:6]([CH2:33][CH:34]([CH3:35])[CH3:36])[C:7]([NH:9][CH:10]1[CH2:19][C:18]2[C:13](=[C:14]([N:20]3[C:24](=[O:39])[CH2:23][CH2:22][CH:21]3[OH:25])[CH:15]=[CH:16][CH:17]=2)[N:12]([CH2:26][C:27]2[CH:31]=[CH:30][S:29][CH:28]=2)[C:11]1=[O:32])=[O:8])=[O:4]. Procedure: (2R)-2-(2-Amino-2-methylpropanamido)-4-methyl-N-[2-oxo-8-(2-oxopyrrolidin-1-yl)-1-(thiophen-3-ylmethyl)-1,2,3,4-tetrahydroquinolin-3-yl]pentanamide (1.08 g) was dissolved in acetic acid (30 mL), and a solution of L-(+)-ascorbic acid (3.52 g) and Cu(ClO4)2.6H2O (741 mg) in water (40 mL) was added thereto, followed by stirring at room temperature for 15 minutes while oxygen gas was bubbled into the mixture. Saturated aqueous sodium chloride solution was added to the reaction mixture, and the mixtu...